describe an organic reaction: reactants, conditions, products, and yield From a dataset of the Open Reaction Database (ORD), a public repository of structured organic reaction records. The reactants are C(C)OC(CC(C1=CC(=C(C(=C1)OC)OC)OC)=O)=O (3-oxo-3-(3,4,5-trimethoxyphenyl)-propionic acid ethyl ester), NN (hydrazine). Run in C(C)#N (acetonitrile), C(C)#N (acetonitrile). Run at time 1 hour. Yields the product COC=1C=C(C=C(C1OC)OC)C=1CC(NN1)=O (5-(3,4,5-Trimethoxyphenyl)-2,4-Dihydro-Pyrazol-3-one). The yield is 87.9%. RXN SMILES: C([O:3][C:4](=O)[CH2:5][C:6](=O)[C:7]1[CH:12]=[C:11]([O:13][CH3:14])[C:10]([O:15][CH3:16])=[C:9]([O:17][CH3:18])[CH:8]=1)C.[NH2:21][NH2:22]>C(#N)C>[CH3:18][O:17][C:9]1[CH:8]=[C:7]([C:6]2[CH2:5][C:4](=[O:3])[NH:21][N:22]=2)[CH:12]=[C:11]([O:13][CH3:14])[C:10]=1[O:15][CH3:16]. Reported procedure: To a stirred solution of 3-oxo-3-(3,4,5-trimethoxyphenyl)-propionic acid ethyl ester (2.82 g, 10 mmol) in dry acetonitrile (15 mL) was added to anhydrous hydrazine (640 mL, 20 mmol) at room temperature. After 1 hour, the mixture was heated to reflux for 16 hours. The mixture was diluted with acetonitrile (20 mL) and the solid was filtered. The solid was washed with acetonitrile (10 mL) and dried under nitrogen to afford 2.2 g of title compound (k). Reactants: [H-].[Na+] (Sodium hydride), C1(=CC=CC=C1)C1C(C(N1)=O)(C)C (4-phenyl-3,3-dimethyl-2-azetidinone), [Cl-].[NH4+] (ammonium chloride), CI (methyl iodide). Solvent: O1CCCC1 (tetrahydrofuran). Conditions: time 2 hour. Yields the product CN1C(C(C1C1=CC=CC=C1)(C)C)=O (N-methyl-4-phenyl-3,3-dimethyl-2-azetidinone). The yield is 99.9%. As a reaction SMILES: [H-].[Na+].[C:3]1([CH:9]2[NH:12][C:11](=[O:13])[C:10]2([CH3:15])[CH3:14])[CH:8]=[CH:7][CH:6]=[CH:5][CH:4]=1.[CH3:16]I.[Cl-].[NH4+]>O1CCCC1>[CH3:16][N:12]1[CH:9]([C:3]2[CH:4]=[CH:5][CH:6]=[CH:7][CH:8]=2)[C:10]([CH3:15])([CH3:14])[C:11]1=[O:13] |f:0.1,4.5|. Procedure: Sodium hydride (60% oil) (0.48 g, 12 mmol) was added at 0° C. to a tetrahydrofuran (40 ml) solution of 4-phenyl-3,3-dimethyl-2-azetidinone (1.75 g, 10 mmol) as prepared in Example 2-(2) and the mixture was reacted at 0° C. for 15 minutes. To the reaction solution, methyl iodide (0.74 ml, 12 mol) was added dropwise and the temperature of the mixture was returned to room temperature. The reaction was performed for 2 hours and stopped by adding a saturated aqueous solution of ammonium chloride. The... Reactants: ClC1=CC=C(N)C=C1 (4-chloroaniline), CC(=O)C (acetone), [BH3-]C#N.[Na+] (NaCNBH3), [O-]S(=O)(=O)[O-].[Mg+2] (MgSO4). Solvent: CCO (EtOH), CC(=O)O (AcOH). Run at time 8 hour. Yields the product ClC1=CC=C(C=C1)NC(C)C ((4-Chlorophenyl)isopropylamine). The yield is 64.7%. As a reaction SMILES: [Cl:1][C:2]1[CH:8]=[CH:7][C:5]([NH2:6])=[CH:4][CH:3]=1.[CH3:9][C:10]([CH3:12])=O.[BH3-]C#N.[Na+].[O-]S([O-])(=O)=O.[Mg+2]>CCO.CC(O)=O>[Cl:1][C:2]1[CH:8]=[CH:7][C:5]([NH:6][CH:10]([CH3:12])[CH3:9])=[CH:4][CH:3]=1 |f:2.3,4.5|. Procedure details: A mixture of 1 g (7.84 mmol) of 4-chloroaniline, 0.91 g (15.68 mmol) of acetone, 0.99 g (15.68 mmol) of NaCNBH3, 4 g of MgSO4 in 99 mL anhydrous EtOH and 1 mL AcOH was stirred at room temperature overnight, filtered and the solvent was removed. The residue was dissolved in 50 mL EtOAc, washed with 50 mL H2O, dried (Na2SO4) and evaporated. The residue was purified on silica gel using hexane/EtOAc as eluent to yield 0.86 g colorless oil. MS: 170.08 (M+H+). Starting materials: CNC1=CC=CC=C1 (N-methylaniline), C1(=CC=CC=C1)C (toluene), C1(=CC=CC=C1)C (toluene), FC(F)(F)N=C=O (Trifluoromethyl isocyanate). Procedure details: A solution of N-methylaniline (10.7 grams; 0.1 mol) in toluene (100 ml) is charged into a glass reaction flask equipped with stirrer, thermometer and gas inlet tube. Trifluoromethyl isocyanate (11.1 grams; 0.1 mol) is slowly bubbled into the reaction medium with vigorous stirring and sufficient cooling to keep the temperature of the reaction mixture below about 50° C. After the addition is completed the reaction mixture is stirred for an additional period of about 1 hour. After this time the tol... The product is C1(=CC=CC=C1)N(C(=O)NC(F)(F)F)C(C)C (N-phenyl-N-isopropyl-N'-trifluoromethyl urea). As a reaction SMILES: C[NH:2][C:3]1[CH:8]=CC=C[CH:4]=1.[F:9][C:10]([N:13]=[C:14]=[O:15])([F:12])[F:11].[C:16]1(C)[CH:21]=[CH:20][CH:19]=[CH:18][CH:17]=1>>[C:16]1([N:2]([CH:3]([CH3:8])[CH3:4])[C:14]([NH:13][C:10]([F:12])([F:11])[F:9])=[O:15])[CH:17]=[CH:18][CH:19]=[CH:20][CH:21]=1. Reactants: C(C)OC(C(C=C(COCC1=CC=CC=C1)CBr)NC=O)=O (5-benzyloxy-4-bromomethyl-2-formylamino-pent-3-enoic acid ethyl ester), P(OC(C)C)(OC(C)C)OC(C)C (triisopropyl phosphite). Conditions: time 2 hour. The product is C(C)OC(C(C=C(COCC1=CC=CC=C1)CP(=O)(OC(C)C)OC(C)C)NC=O)=O (5-benzyloxy-4-diisopropylphosphonomethyl-2-formylamino-pent-3-enoic acid ethyl ester). Reaction SMILES: [CH2:1]([O:3][C:4](=[O:22])[CH:5]([NH:19][CH:20]=[O:21])[CH:6]=[C:7]([CH2:17]Br)[CH2:8][O:9][CH2:10][C:11]1[CH:16]=[CH:15][CH:14]=[CH:13][CH:12]=1)[CH3:2].[P:23]([O:32]C(C)C)([O:28][CH:29]([CH3:31])[CH3:30])[O:24][CH:25]([CH3:27])[CH3:26]>>[CH2:1]([O:3][C:4](=[O:22])[CH:5]([NH:19][CH:20]=[O:21])[CH:6]=[C:7]([CH2:17][P:23]([O:28][CH:29]([CH3:31])[CH3:30])([O:24][CH:25]([CH3:27])[CH3:26])=[O:32])[CH2:8][O:9][CH2:10][C:11]1[CH:16]=[CH:15][CH:14]=[CH:13][CH:12]=1)[CH3:2]. Procedure details: 1.0 g (3.25 mmol) of 5-benzyloxy-2-formylamino-3-hydroxy-4-methylene-pentanoic acid ethyl ester are suspended in 30 ml of 1,2-dichloroethane, and 0.38 ml (4.9 mmol) of thionyl chloride is added dropwise at room temperature. After 45 minutes, 20 ml of water are added to the yellow solution, and the mixture is stirred vigorously for 15 minutes. The organic phase is separated off, washed with saturated sodium chloride solution, dried over Na2SO4, filtered and concentrated by evaporation. 5-benzylox...